Task: describe an organic reaction: reactants, conditions, products, and yield. Dataset: the Open Reaction Database (ORD), a public repository of structured organic reaction records The reactants are C1(=CC=C(C=C1)C1=CC(=NO1)N)C1=CC=CC=C1 (5-(4-Biphenylyl)-3-aminoisoxazole), ClC1=C(C(=O)N=C=O)C(=CC=C1)Cl (2,6-dichlorobenzoyl isocyanate), CN(C)C=O (DMF). Run in O (water). Yields the product ClC1=C(C(=O)NC(=O)NC2=NOC(=C2)C2=CC=C(C=C2)C2=CC=CC=C2)C(=CC=C1)Cl (1-(2,6-DICHLOROBENZOYL)-3-(5-(4-BIPHENYLYL)-3-ISOXAZOLYL)UREA). As a reaction SMILES: [C:1]1([C:13]2[CH:18]=[CH:17][CH:16]=[CH:15][CH:14]=2)[CH:6]=[CH:5][C:4]([C:7]2[O:11][N:10]=[C:9]([NH2:12])[CH:8]=2)=[CH:3][CH:2]=1.[Cl:19][C:20]1[CH:30]=[CH:29][CH:28]=[C:27]([Cl:31])[C:21]=1[C:22]([N:24]=[C:25]=[O:26])=[O:23].CN(C=O)C>O>[Cl:19][C:20]1[CH:30]=[CH:29][CH:28]=[C:27]([Cl:31])[C:21]=1[C:22]([NH:24][C:25]([NH:12][C:9]1[CH:8]=[C:7]([C:4]2[CH:5]=[CH:6][C:1]([C:13]3[CH:18]=[CH:17][CH:16]=[CH:15][CH:14]=3)=[CH:2][CH:3]=2)[O:11][N:10]=1)=[O:26])=[O:23]. Procedure details: 5-(4-Biphenylyl)-3-aminoisoxazole (450 mg.) was mixed with excess 2,6-dichlorobenzoyl isocyanate in 50 ml. of DMF and the reaction mixture stirred overnight (about 18 hours) at room temperature. The reaction mixture was then poured into water and the product separated by filtration and recrystallized from ethanol, m.p. 225°-227° C.